From a dataset of the Open Reaction Database (ORD), a public repository of structured organic reaction records. describe an organic reaction: reactants, conditions, products, and yield Reactants: Cl[C@@H]1[C@@H](OC)O[C@@H]([C@H]([C@@H]1O)O)CO (Methyl 2-chloro-2-deoxy-α-D-mannopyranoside), C[O-].[Na+] (sodium methoxide). The solvent is CO (methanol). Conditions: time 3.5 hour. Yields the product Cl[C@H](C=O)[C@@H](O)[C@H](O)[C@H](O)CO (2-chloro-2-deoxy mannose). Yield: 90.0%. RXN SMILES: [Cl:1][C@H:2]1[C@@H:9]([OH:10])[C@H:8]([OH:11])[C@@H:7]([CH2:12][OH:13])[O:6][C@@H:3]1[O:4]C.C[O-].[Na+]>CO>[Cl:1][C@@H:2]([C@H:9]([C@@H:8]([C@@H:7]([CH2:12][OH:13])[OH:6])[OH:11])[OH:10])[CH:3]=[O:4] |f:1.2|. Reported procedure: The methyl 2-chloro-2-deoxy-mannopyranoside (6) was dissolved in the minimum of methanol and the pH adjusted to 10 by addition of 1 molar sodium methoxide. The solution was kept for 2-5 hours at room temperature and evaported to give the 2-chloro-2-deoxy mannose in about 90% yield.